Dataset: the Open Reaction Database (ORD), a public repository of structured organic reaction records. Task: describe an organic reaction: reactants, conditions, products, and yield RXN SMILES: C([O:3][C:4]([C:6]1[C:15](=[O:16])[N:14]2[C:9]([C:10]([CH3:19])=[C:11]([Cl:18])[C:12]([F:17])=[CH:13]2)=[C:8]([CH:20]2[CH2:22][CH2:21]2)[CH:7]=1)=[O:5])C.[NH:23]1[CH2:27][CH2:26][CH2:25][CH2:24]1>C(#N)C>[ClH:18].[NH2:14][C:9]([CH:25]1[CH2:26][CH2:27][N:23]([C:11]2[C:12]([F:17])=[CH:13][N:14]3[C:9]([C:10]=2[CH3:19])=[C:8]([CH:20]2[CH2:21][CH2:22]2)[CH:7]=[C:6]([C:4]([OH:3])=[O:5])[C:15]3=[O:16])[CH2:24]1)([CH3:10])[CH3:8] |f:3.4|. Yields the product Cl.NC(C)(C)C1CN(CC1)C=1C(=CN2C(C(=CC(=C2C1C)C1CC1)C(=O)O)=O)F (8-(3-(1-amino-1-methylethyl)pyrrolidinyl)-1-cyclopropyl-7-fluoro-9-methyl-4-oxo-4H-quinolizine-3-carboxylic acid hydrochloride). Starting materials: C(C)OC(=O)C1=CC(=C2C(=C(C(=CN2C1=O)F)Cl)C)C1CC1 (8-chloro-1-cyclopropyl-7-fluoro-9-methyl-4-oxo-4H-quinolizine-3-carboxylic acid ethyl ester), N1CCCC1 (pyrrolidine). Procedure details: A 150 mg sample of 8-chloro-1-cyclopropyl-7-fluoro-9-methyl-4-oxo-4H-quinolizine-3-carboxylic acid ethyl ester, from Example 253i above, was dissolved in 2 mL of anhydrous acetonitrile, reacted with 1-amino-1-methylethyl)pyrrolidine (155 mg, 0.77 mmol, prepared by standard method from the free base described by Hayakawa et al., U.S. Pat. No. 5,098,912, issued Mar. 24, 1992), and carried forward as described in Example 253k-l to give the title product. MS (high resolution) found: 388.2047; calc: ... Solvent: C(C)#N (acetonitrile). The reactants are NC1=CC=C(C(=O)OCC)C=C1 (ethyl p-aminobenzoate), CN(P(=O)(N(C)C)N(C)C)C (hexamethylphosphoramide), ClCC1=CC=C(C=C1)OC (p-(chloromethyl)anisole). Solvent: O (water). The product is COC1=CC=C(CNC2=CC=C(C(=O)OCC)C=C2)C=C1 (Ethyl p-[(p-Methoxybenzyl)amino]benzoate). As a reaction SMILES: [NH2:1][C:2]1[CH:12]=[CH:11][C:5]([C:6]([O:8][CH2:9][CH3:10])=[O:7])=[CH:4][CH:3]=1.CN(C)P(N(C)C)(N(C)C)=O.Cl[CH2:25][C:26]1[CH:31]=[CH:30][C:29]([O:32][CH3:33])=[CH:28][CH:27]=1>O>[CH3:33][O:32][C:29]1[CH:30]=[CH:31][C:26]([CH2:25][NH:1][C:2]2[CH:3]=[CH:4][C:5]([C:6]([O:8][CH2:9][CH3:10])=[O:7])=[CH:11][CH:12]=2)=[CH:27][CH:28]=1. Procedure: A mixture of 33 g. of ethyl p-aminobenzoate, 100 ml. of hexamethylphosphoramide and 15.7 g. of p-(chloromethyl)anisole are heated at 100°-110° C. for 22 hours. The solution is chilled, diluted with 60 ml. of water, chilled, filtered and the solid washed with ethanol and with water to give yellow crystals. Recrystallization from ethanol gives pale yellow crystals, m.p. 128°-130° C. Product: CN(C)C1CC=C(c2cc(F)cc(Br)c2)CC1. Starting materials: CN(C)C1CCC(O)(c2cc(F)cc(Br)c2)CC1, Cc1ccccc1. Reaction SMILES: [Br:1][c:2]1[cH:3][c:4]([C:9]2([OH:18])[CH2:10][CH2:11][CH:12]([N:15]([CH3:16])[CH3:17])[CH2:13][CH2:14]2)[cH:5][c:6]([F:8])[cH:7]1.[CH3:19][c:20]1[cH:21][cH:22][cH:23][cH:24][cH:25]1>>[Br:1][c:2]1[cH:3][c:4]([C:9]2=[CH:10][CH2:11][CH:12]([N:15]([CH3:16])[CH3:17])[CH2:13][CH2:14]2)[cH:5][c:6]([F:8])[cH:7]1. Starting materials: Cl.CNOC (N,O-dimethylhydroxylamine hydrochloride), ClC1=C(C=CC=C1)CC(=O)O ((2-chlorophenyl)acetic acid). Solvent: ClCCl (dichloromethane). Run at temperature 22.5 celsius, time 20 hour. The product is ClC1=C(C=CC=C1)CC(=O)N(C)OC (2-(2-chlorophenyl)-N-methoxy-N-methylacetamide). The yield is 93.4%. As a reaction SMILES: Cl.[CH3:2][NH:3][O:4][CH3:5].[Cl:6][C:7]1[CH:12]=[CH:11][CH:10]=[CH:9][C:8]=1[CH2:13][C:14]([OH:16])=O>ClCCl>[Cl:6][C:7]1[CH:12]=[CH:11][CH:10]=[CH:9][C:8]=1[CH2:13][C:14]([N:3]([O:4][CH3:5])[CH3:2])=[O:16] |f:0.1|. Procedure: Under ice-cooling, N,O-dimethylhydroxylamine hydrochloride (3.42 g) was added to a mixture of (2-chlorophenyl)acetic acid (3.41 g) and WSCD (2.05 g) in dichloromethane (30 mL). The mixture was stirred at 0-10° C. for an hour and at 20-25° C. for 20 hours, washed with water, dried over magnesium sulfate and concentrated under reduced pressure to give a residue. The residue was purified by silica gel (chromatorex NH) (hexane-AcOEt 50:50 v/v) to give 2-(2-chlorophenyl)-N-methoxy-N-methylacetamide a... Starting materials: Cl (hydrogen chloride), C(C)(C)(C)OC(=O)N1CC2=CCCN(C2C1)C(=O)OC(C)(C)C (N,N'-di-t-butoxycarbonyl-2,8-diazabicyclo[4.3.0]non-5-ene). Run in CO (methanol). Conditions: time 4 hour. Yields the product Cl.Cl.C12NCCC=C2CNC1 (2,8-diazabicyclo[4.3.0]non-5-ene Dihydrochloride). As a reaction SMILES: [ClH:1].C(OC([N:9]1[CH2:17][CH:16]2[C:11](=[CH:12][CH2:13][CH2:14][N:15]2C(OC(C)(C)C)=O)[CH2:10]1)=O)(C)(C)C>CO>[ClH:1].[ClH:1].[CH:16]12[CH2:17][NH:9][CH2:10][C:11]1=[CH:12][CH2:13][CH2:14][NH:15]2 |f:3.4.5|. Procedure details: To 30 ml of methanol saturated with hydrogen chloride gas was added 9.72 g of N,N'-di-t-butoxycarbonyl-2,8-diazabicyclo[4.3.0]non-5-ene, stirred at room temperature for 4 hours, and then evaporated under reduced pressure to obtain 5.85 g of the desired compound.